From a dataset of the Open Reaction Database (ORD), a public repository of structured organic reaction records. describe an organic reaction: reactants, conditions, products, and yield Reactants: CCCN(CCC)C(=O)COCC1CCC(COCc2ccccc2)O1, CC(=O)O, CCO. Yields the product CCCN(CCC)C(=O)COCC1CCC(CO)O1. Reaction SMILES: [CH2:1]([CH2:2][CH3:3])[N:4]([C:5]([CH2:6][O:7][CH2:8][CH:9]1[O:10][CH:11]([CH2:14][O:15][CH2:16][c:17]2[cH:18][cH:19][cH:20][cH:21][cH:22]2)[CH2:12][CH2:13]1)=[O:23])[CH2:24][CH2:25][CH3:26].[CH3:27][C:28](=[O:29])[OH:30].[CH3:31][CH2:32][OH:33]>>[CH2:1]([CH2:2][CH3:3])[N:4]([C:5]([CH2:6][O:7][CH2:8][CH:9]1[O:10][CH:11]([CH2:14][OH:15])[CH2:12][CH2:13]1)=[O:23])[CH2:24][CH2:25][CH3:26]. The reactants are CC1=C(CBr)C(=CC(=C1O)C(C)(C)C)C (2,6-Dimethyl-3-hydroxy-4-t-butylbenzyl bromide), ammonium salt, C1(CCCCC1)P(=S)(S)C1CCCCC1 (dicyclohexylphosphinodithioic acid). The product is C1(CCCCC1)P(=S)(SCC1=C(C(=C(C=C1C)C(C)(C)C)O)C)C1CCCCC1 (2,6-dimethyl-3-hydroxy-4-t-butylbenzyl dicyclohexylphosphinodithioate). RXN SMILES: [CH3:1][C:2]1[C:9]([OH:10])=[C:8]([C:11]([CH3:14])([CH3:13])[CH3:12])[CH:7]=[C:6]([CH3:15])[C:3]=1[CH2:4]Br.[CH:16]1([P:22]([CH:25]2[CH2:30][CH2:29][CH2:28][CH2:27][CH2:26]2)([SH:24])=[S:23])[CH2:21][CH2:20][CH2:19][CH2:18][CH2:17]1>>[CH:16]1([P:22]([CH:25]2[CH2:30][CH2:29][CH2:28][CH2:27][CH2:26]2)([S:24][CH2:4][C:3]2[C:6]([CH3:15])=[CH:7][C:8]([C:11]([CH3:14])([CH3:13])[CH3:12])=[C:9]([OH:10])[C:2]=2[CH3:1])=[S:23])[CH2:17][CH2:18][CH2:19][CH2:20][CH2:21]1. Procedure: 2,6-Dimethyl-3-hydroxy-4-t-butylbenzyl bromide was reacted with the ammonium salt of dicyclohexylphosphinodithioic acid to obtain 2,6-dimethyl-3-hydroxy-4-t-butylbenzyl dicyclohexylphosphinodithioate, m.p. 113°-116° C, which on testing lasted 150 hours longer than the control. The total number of hours required to reach failure was 1.3 times that of the control. The product is C(C1=CC=CC=C1)N1C(NC(C1=C)=N)=O (1-Benzyl-4-imino-5-methyleneimidazolidin-2-one). Reaction conditions: temperature 0 celsius, time 2 hour. Reactants: ice, C(O)([O-])=O.[Na+] (sodium hydrogen carbonate), aqueous solution, C(C1=CC=CC=C1)NC(C#N)CCl (2-benzylamino-3-chloropropionitrile), ClS(=O)(=O)N=C=O (chlorosulphonyl isocyanate). Reaction SMILES: [CH2:1]([NH:8][CH:9]([CH2:12]Cl)[C:10]#[N:11])[C:2]1[CH:7]=[CH:6][CH:5]=[CH:4][CH:3]=1.ClS([N:18]=C=O)(=O)=O.[C:21](=[O:24])([O-])O.[Na+]>C(Cl)Cl.C(N(CC)CC)C>[CH2:1]([N:8]1[C:9](=[CH2:12])[C:10](=[NH:18])[NH:11][C:21]1=[O:24])[C:2]1[CH:7]=[CH:6][CH:5]=[CH:4][CH:3]=1 |f:2.3|. The solvent is C(Cl)Cl (methylene chloride), C(C)N(CC)CC (triethylamine), C(Cl)Cl (methylene chloride). Reported procedure: To an ice-cooled solution of 4 g. (17.3 mmol) 2-benzylamino-3-chloropropionitrile in 40 ml. dry methylene chloride and 2.4 ml. triethylamine is added dropwise a solution of 1.64 ml. (18.9 mmol) chlorosulphonyl isocyanate in 20 ml. dry methylene chloride. Subsequently, the reaction solution is further stirred for 2 hours at 0° C., then warmed to ambient temperature and mixed with 300 ml. of a 5% aqueous solution of sodium hydrogen carbonate. The organic phase is then separated off, dried over anh... Reactants: BrBr, CC(=O)O, CCCc1nc2c(c(=O)n1Cc1ccccc1)CCC2. Yields the product CCC(Br)c1nc2c(c(=O)n1Cc1ccccc1)CCC2. As a reaction SMILES: [Br:21][Br:22].[C:23]([OH:24])(=[O:25])[CH3:26].[CH2:1]([c:2]1[cH:3][cH:4][cH:5][cH:6][cH:7]1)[n:8]1[c:9]([CH2:18][CH2:19][CH3:20])[n:10][c:11]2[c:12]([c:13]1=[O:14])[CH2:15][CH2:16][CH2:17]2>>[CH2:1]([c:2]1[cH:3][cH:4][cH:5][cH:6][cH:7]1)[n:8]1[c:9]([CH:18]([CH2:19][CH3:20])[Br:21])[n:10][c:11]2[c:12]([c:13]1=[O:14])[CH2:15][CH2:16][CH2:17]2.